Dataset: the Open Reaction Database (ORD), a public repository of structured organic reaction records. Task: describe an organic reaction: reactants, conditions, products, and yield Reactants: BrC=1C=C(C(=C(C=O)C1)Cl)Cl (5-Bromo-2,3-dichlorobenzaldehyde), [BH4-].[Na+] (sodium borohydride), C1(CC1)N (cyclopropylamine), [O-]S(=O)(=O)[O-].[Mg+2] (MgSO4). Run in C(Cl)Cl (CH2Cl2), C1CCOC1 (THF), CO (MeOH). Reaction conditions: time 48 hour. Yields the product BrC=1C=C(C(=C(C1)CNC1CC1)Cl)Cl (N-[(5-Bromo-2,3-dichlorophenyl)methyl]cyclopropanamine). As a reaction SMILES: [Br:1][C:2]1[CH:3]=[C:4]([Cl:11])[C:5]([Cl:10])=[C:6]([CH:9]=1)[CH:7]=O.[CH:12]1([NH2:15])[CH2:14][CH2:13]1.[O-]S([O-])(=O)=O.[Mg+2].[BH4-].[Na+]>C(Cl)Cl.CO.C1COCC1>[Br:1][C:2]1[CH:3]=[C:4]([Cl:11])[C:5]([Cl:10])=[C:6]([CH2:7][NH:15][CH:12]2[CH2:14][CH2:13]2)[CH:9]=1 |f:2.3,4.5|. Procedure details: 5-Bromo-2,3-dichlorobenzaldehyde (1 eq.) from the previous step and cyclopropylamine (2 eq.) were combined in CH2Cl2 (0.1 M). To this was then added MgSO4 (1 eq.) and the resulting suspension was stirred at RT for 18 h. The insolubles were then removed via filtration through a pad of celite and the filtrate was concentrated in vacuo. The crude imine thus obtained was then re-taken up in a 2:1 (v/v) mixture of THF:MeOH (0.17 M). To this solution was added sodium borohydride (10 eq.) portionwise a... The reactants are N(=[N+]=[N-])CC[C@H](C)C1=CC=C2C(=N1)N(C(N2CC(C)(C)C)=O)C (5-[(2S)-4-Azidobutan-2-yl]-1-(2,2-dimethylpropyl)-3-methyl-1,3-dihydro-2H-imidazo[4,5-b]pyridin-2-one). Reagents/catalysts: [Pd] (palladium on carbon). Run in C(C)O (ethanol), C(C)O (ethanol). Reaction conditions: time 8 hour. The product is NCC[C@H](C)C1=CC=C2C(=N1)N(C(N2CC(C)(C)C)=O)C (5-[(2S)-4-Aminobutan-2-yl]-1-(2,2-dimethylpropyl)-3-methyl-1,3-dihydro-2H-imidazo[4,5-b]pyridin-2-one). RXN SMILES: [N:1]([CH2:4][CH2:5][C@@H:6]([C:8]1[N:13]=[C:12]2[N:14]([CH3:23])[C:15](=[O:22])[N:16]([CH2:17][C:18]([CH3:21])([CH3:20])[CH3:19])[C:11]2=[CH:10][CH:9]=1)[CH3:7])=[N+]=[N-]>C(O)C.[Pd]>[NH2:1][CH2:4][CH2:5][C@@H:6]([C:8]1[N:13]=[C:12]2[N:14]([CH3:23])[C:15](=[O:22])[N:16]([CH2:17][C:18]([CH3:20])([CH3:19])[CH3:21])[C:11]2=[CH:10][CH:9]=1)[CH3:7]. Procedure details: To a stirred solution of 36-3 (0.13 g, 0.43 mmol) in ethanol (7 mL) under N2 was added 10% palladium on carbon (0.03 g, 0.03 mmol) in ethanol. The resulting mixture was flushed several times with H2 gas. The resulting mixture was stirred overnight under a balloon of hydrogen. The mixture was flushed with nitrogen and filtered through celite. The filtrate was concentrated to give 36-4. (0.10 g, 84%). LRMS (ES) (M+H)+: observed=291.2, calculated=291.4. Starting materials: C(C)(C)(C)OC(N[C@@H]1CC[C@@H](CC1)CNC(=O)OCC1=CC=CC=C1)=O (cis-[4-(benzyloxycarbonylamino-methyl)-cyclohexyl]-carbamic acid tert-butyl ester), solid, ClC1=NC2=CC=CC=C2C(=N1)N(C)C ((2-chloro-quinazolin-4-yl)-dimethyl-amine), C(=O)(O)[O-].[Na+] (NaHCO3). Reagents/catalysts: [Pd] (Pd/C). Run in CO (MeOH), CC(C)O (2-propanol). Run at temperature 50 celsius, time 12 hour. The product is C(C)(C)(C)OC(N[C@@H]1CC[C@@H](CC1)CNC1=NC2=CC=CC=C2C(=N1)N(C)C)=O (cis-{4-[(4-dimethylamino-quinazolin-2-ylamino)-methyl]-cyclohexyl}-carbamic acid tert-butyl ester). The yield is 32.7%. RXN SMILES: [C:1]([O:5][C:6](=[O:26])[NH:7][C@H:8]1[CH2:13][CH2:12][C@@H:11]([CH2:14][NH:15][C:16](OCC2C=CC=CC=2)=O)[CH2:10][CH2:9]1)([CH3:4])([CH3:3])[CH3:2].ClC1[N:37]=[C:36]([N:38]([CH3:40])[CH3:39])[C:35]2[C:30](=[CH:31][CH:32]=[CH:33][CH:34]=2)[N:29]=1.C([O-])(O)=O.[Na+]>CO.CC(O)C.[Pd]>[C:1]([O:5][C:6](=[O:26])[NH:7][C@H:8]1[CH2:9][CH2:10][C@@H:11]([CH2:14][NH:15][C:16]2[N:37]=[C:36]([N:38]([CH3:40])[CH3:39])[C:35]3[C:30](=[CH:31][CH:32]=[CH:33][CH:34]=3)[N:29]=2)[CH2:12][CH2:13]1)([CH3:2])([CH3:3])[CH3:4] |f:2.3|. Reported procedure: A mixture of cis-[4-(benzyloxycarbonylamino-methyl)-cyclohexyl]-carbamic acid tert-butyl ester (4.00 g, 11.0 mmol) and 5% Pd/C (400 mg) in MeOH (40 mL) was stirred under hydrogen atmosphere at ambient temperature for 8.5 hr and at 50° C. for 12 hr, filtered through a pad of celite, and concentrated. The precipitate was suspended in hexane and the suspension was stirred at ambient temperature for 30 min. The solid was collected by filtration, washed with hexane, and dried (3.03 g). A mixture of (... Reactants: O=C([O-])[O-], C=C(C)c1cc(C(=O)N2Cc3cccc(O)c3C2)c(OCc2ccccc2)cc1OCc1ccccc1, ClCCCN1CCOCC1, [Cs+], [Cs+], CN(C)C=O. Product: C=C(C)c1cc(C(=O)N2Cc3cccc(OCCCN4CCOCC4)c3C2)c(OCc2ccccc2)cc1OCc1ccccc1. RXN SMILES: [C:48](=[O:49])([O-:50])[O-:51].[CH2:1]([c:2]1[cH:3][cH:4][cH:5][cH:6][cH:7]1)[O:8][c:9]1[c:10]([C:26](=[O:27])[N:28]2[CH2:29][c:30]3[cH:31][cH:32][cH:33][c:34]([OH:37])[c:35]3[CH2:36]2)[cH:11][c:12]([C:23](=[CH2:24])[CH3:25])[c:13]([O:15][CH2:16][c:17]2[cH:18][cH:19][cH:20][cH:21][cH:22]2)[cH:14]1.[Cl:38][CH2:39][CH2:40][CH2:41][N:42]1[CH2:43][CH2:44][O:45][CH2:46][CH2:47]1.[Cs+:52].[Cs+:53].[O:54]=[CH:55][N:56]([CH3:57])[CH3:58]>>[CH2:1]([c:2]1[cH:3][cH:4][cH:5][cH:6][cH:7]1)[O:8][c:9]1[c:10]([C:26](=[O:27])[N:28]2[CH2:29][c:30]3[cH:31][cH:32][cH:33][c:34]([O:37][CH2:39][CH2:40][CH2:41][N:42]4[CH2:43][CH2:44][O:45][CH2:46][CH2:47]4)[c:35]3[CH2:36]2)[cH:11][c:12]([C:23](=[CH2:24])[CH3:25])[c:13]([O:15][CH2:16][c:17]2[cH:18][cH:19][cH:20][cH:21][cH:22]2)[cH:14]1. Reactants: O=[N+]([O-])c1cc(Cl)c(Cl)c(Cl)c1, [H-], [Na+], CN(C)C=O, O, FC(F)(F)c1ccc2sc(S)nc2c1. Product: O=[N+]([O-])c1cc(Cl)c(Sc2nc3cc(C(F)(F)F)ccc3s2)c(Cl)c1. As a reaction SMILES: [Cl:17][c:18]1[c:19]([Cl:28])[c:20]([Cl:27])[cH:21][c:22]([N+:24](=[O:25])[O-:26])[cH:23]1.[H-:16].[Na+:15].[O:30]=[CH:31][N:32]([CH3:33])[CH3:34].[OH2:29].[SH:1][c:2]1[s:3][c:4]2[c:5]([n:6]1)[cH:7][c:8]([C:11]([F:12])([F:13])[F:14])[cH:9][cH:10]2>>[S:1]([c:2]1[s:3][c:4]2[c:5]([n:6]1)[cH:7][c:8]([C:11]([F:12])([F:13])[F:14])[cH:9][cH:10]2)[c:19]1[c:18]([Cl:17])[cH:23][c:22]([N+:24](=[O:25])[O-:26])[cH:21][c:20]1[Cl:27]. Starting materials: CCCCOc1c(CCl)n(CC2CC2)c(=O)c2ccc(Br)cc12, O=C1NC(=O)c2ccccc21, CN(C)C=O, [K], O. Product: CCCCOc1c(CN2C(=O)c3ccccc3C2=O)n(CC2CC2)c(=O)c2ccc(Br)cc12. RXN SMILES: [Br:1][c:2]1[cH:3][c:4]2[c:5]([O:19][CH2:20][CH2:21][CH2:22][CH3:23])[c:6]([CH2:17][Cl:18])[n:7]([CH2:13][CH:14]3[CH2:15][CH2:16]3)[c:8](=[O:12])[c:9]2[cH:10][cH:11]1.[C:24]1(=[O:34])[c:25]2[c:26]([cH:30][cH:31][cH:32][cH:33]2)[C:27](=[O:29])[NH:28]1.[CH3:37][N:38]([CH3:39])[CH:40]=[O:41].[K:35].[OH2:36]>>[Br:1][c:2]1[cH:3][c:4]2[c:5]([O:19][CH2:20][CH2:21][CH2:22][CH3:23])[c:6]([CH2:17][N:28]3[C:24](=[O:34])[c:25]4[c:26]([cH:30][cH:31][cH:32][cH:33]4)[C:27]3=[O:29])[n:7]([CH2:13][CH:14]3[CH2:15][CH2:16]3)[c:8](=[O:12])[c:9]2[cH:10][cH:11]1.